From a dataset of the Open Reaction Database (ORD), a public repository of structured organic reaction records. describe an organic reaction: reactants, conditions, products, and yield The reactants are C1(CCCC1)N1N=C(C2=CC=C(C=C12)C(=O)Cl)CC (1-cyclopentyl-3-ethyl-1H-indazole-6-carbonyl chloride), NC=1C=NC=CC1 (3-aminopyridine). Product: N1=CC(=CC=C1)NC(=O)C1=CC=C2C(=NN(C2=C1)C1CCCC1)CC (1-Cyclopentyl-3-ethyl-1H-indazole-6-carboxylic acid pyridin-3-ylamide). The yield is 34.2%. RXN SMILES: [CH:1]1([N:6]2[C:14]3[C:9](=[CH:10][CH:11]=[C:12]([C:15](Cl)=[O:16])[CH:13]=3)[C:8]([CH2:18][CH3:19])=[N:7]2)[CH2:5][CH2:4][CH2:3][CH2:2]1.[NH2:20][C:21]1[CH:22]=[N:23][CH:24]=[CH:25][CH:26]=1>>[N:23]1[CH:24]=[CH:25][CH:26]=[C:21]([NH:20][C:15]([C:12]2[CH:13]=[C:14]3[C:9]([C:8]([CH2:18][CH3:19])=[N:7][N:6]3[CH:1]3[CH2:5][CH2:4][CH2:3][CH2:2]3)=[CH:10][CH:11]=2)=[O:16])[CH:22]=1. Procedure details: This compound was prepared according to the method of Example 15, using 58 mg (0.210 mmol, 1.0 equiv) 1-cyclopentyl-3-ethyl-1H-indazole-6-carbonyl chloride and 22 mg (0.231 mmol, 1.1 equiv) 3-aminopyridine as starting materials, to give 24 mg (34%) of white crystals: mp 133-135° C.; HRMS calcd for C20H22N4O+H: 335:1872. Found: 335.1900. Starting materials: CCN, N#Cc1ccc(N(CC(=O)O)CC(F)(F)F)cc1Cl. Product: CCNC(=O)CN(CC(F)(F)F)c1ccc(C#N)c(Cl)c1. Reaction SMILES: [CH3:20][CH2:21][NH2:22].[Cl:1][c:2]1[cH:3][c:4]([N:10]([CH2:11][C:12](=[O:13])[OH:14])[CH2:15][C:16]([F:17])([F:18])[F:19])[cH:5][cH:6][c:7]1[C:8]#[N:9]>>[Cl:1][c:2]1[cH:3][c:4]([N:10]([CH2:11][C:12](=[O:14])[NH:22][CH2:21][CH3:20])[CH2:15][C:16]([F:17])([F:18])[F:19])[cH:5][cH:6][c:7]1[C:8]#[N:9]. Starting materials: C[Si](C)(C)[O-], [Cl-], CC1(C)OCc2cc(C3CN(CCCCCCOCC(F)(F)c4ccccc4)C(=O)O3)ccc2O1, [K+], [NH4+], C1CCOC1. Yields the product CC1(C)OCc2cc(C(O)CNCCCCCCOCC(F)(F)c3ccccc3)ccc2O1. As a reaction SMILES: [CH3:36][Si:37]([CH3:38])([CH3:39])[O-:40].[Cl-:42].[F:1][C:2]([CH2:3][O:4][CH2:5][CH2:6][CH2:7][CH2:8][CH2:9][CH2:10][N:11]1[C:12](=[O:28])[O:13][CH:14]([c:16]2[cH:17][c:18]3[c:19]([cH:26][cH:27]2)[O:20][C:21]([CH3:24])([CH3:25])[O:22][CH2:23]3)[CH2:15]1)([c:29]1[cH:30][cH:31][cH:32][cH:33][cH:34]1)[F:35].[K+:41].[NH4+:43].[O:44]1[CH2:45][CH2:46][CH2:47][CH2:48]1>>[F:1][C:2]([CH2:3][O:4][CH2:5][CH2:6][CH2:7][CH2:8][CH2:9][CH2:10][NH:11][CH2:15][CH:14]([OH:13])[c:16]1[cH:17][c:18]2[c:19]([cH:26][cH:27]1)[O:20][C:21]([CH3:24])([CH3:25])[O:22][CH2:23]2)([c:29]1[cH:30][cH:31][cH:32][cH:33][cH:34]1)[F:35].